This data is from the Open Reaction Database (ORD), a public repository of structured organic reaction records. The task is: describe an organic reaction: reactants, conditions, products, and yield The reactants are C(CCC)=C1C(N(C(S1)=O)CSC1=CC=CC=2N1C=CN2)=O (5-butylidene-3-(imidazo[1,2-a]pyridin-5-ylthio)methylthiazolidine-2,4-dione), Cl (hydrochloric acid). The solvent is CO (methanol). Product: Cl.C(CCC)=C1C(N(C(S1)=O)CSC1=CC=CC=2N1C=CN2)=O (5-butylidene-3-(imidazo[1,2-a]pyridin-5-ylthio)methylthiazolidine-2,4-dione hydrochloride). As a reaction SMILES: [CH:1](=[C:5]1[S:9][C:8](=[O:10])[N:7]([CH2:11][S:12][C:13]2[N:18]3[CH:19]=[CH:20][N:21]=[C:17]3[CH:16]=[CH:15][CH:14]=2)[C:6]1=[O:22])[CH2:2][CH2:3][CH3:4].[ClH:23]>CO>[ClH:23].[CH:1](=[C:5]1[S:9][C:8](=[O:10])[N:7]([CH2:11][S:12][C:13]2[N:18]3[CH:19]=[CH:20][N:21]=[C:17]3[CH:16]=[CH:15][CH:14]=2)[C:6]1=[O:22])[CH2:2][CH2:3][CH3:4] |f:3.4|. Reported procedure: To a solution of 1.26 g (3.78 mmol) of 5-butylidene-3-(imidazo[1,2-a]pyridin-5-ylthio)methylthiazolidine-2,4-dione in 30 ml of methanol, 0.5 ml of concentrated hydrochloric acid was added. After the solvent was distilled off, the residue was washed with diethyl ether to yield 1.33 g (100%, light yellow solid) of the desired product. The reactants are CC1CCN(C(=O)OC(C)(C)C)C1C(=O)N1CCCC1C(=O)NCc1cc(Cl)ccc1-n1cnnn1, ClCCl, O=C(O)C(F)(F)F. Yields the product O=C(O)C(F)(F)F, CC1CCNC1C(=O)N1CCCC1C(=O)NCc1cc(Cl)ccc1-n1cnnn1. Reaction SMILES: [C:1]([O:2][C:3](=[O:4])[N:8]1[CH:9]([C:10](=[O:11])[N:12]2[CH:13]([C:14](=[O:15])[NH:16][CH2:17][c:18]3[c:19](-[n:25]4[n:26][n:27][n:28][cH:29]4)[cH:20][cH:21][c:22]([Cl:24])[cH:23]3)[CH2:30][CH2:31][CH2:32]2)[CH:33]([CH3:36])[CH2:34][CH2:35]1)([CH3:5])([CH3:6])[CH3:7].[Cl:44][CH2:45][Cl:46].[F:37][C:38]([C:39](=[O:40])[OH:41])([F:42])[F:43]>>[F:37][C:38]([C:39](=[O:40])[OH:41])([F:42])[F:43].[NH:8]1[CH:9]([C:10](=[O:11])[N:12]2[CH:13]([C:14](=[O:15])[NH:16][CH2:17][c:18]3[c:19](-[n:25]4[n:26][n:27][n:28][cH:29]4)[cH:20][cH:21][c:22]([Cl:24])[cH:23]3)[CH2:30][CH2:31][CH2:32]2)[CH:33]([CH3:36])[CH2:34][CH2:35]1.